From a dataset of the Open Reaction Database (ORD), a public repository of structured organic reaction records. describe an organic reaction: reactants, conditions, products, and yield Reactants: O=C1N=C(SC2=C1C=C(C=C2)OCC(=O)OC(C)(C)C)C2=NC=CC=C2 (tert-butyl 2-[[4-oxo-2-(2-pyridyl)-4H-1,3-benzothiazin-6-yl]oxy]acetate). Solvent: FC(C(=O)O)(F)F (trifluoroacetic acid). Conditions: time 3 hour. The product is O=C1N=C(SC2=C1C=C(C=C2)OCC(=O)O)C2=NC=CC=C2 (2-[[4-Oxo-2-(2-pyridyl)-4H-1,3-benzothiazin-6-yl]oxy]acetic acid). The yield is 66.8%. Reaction SMILES: [O:1]=[C:2]1[C:7]2[CH:8]=[C:9]([O:12][CH2:13][C:14]([O:16]C(C)(C)C)=[O:15])[CH:10]=[CH:11][C:6]=2[S:5][C:4]([C:21]2[CH:26]=[CH:25][CH:24]=[CH:23][N:22]=2)=[N:3]1>FC(F)(F)C(O)=O>[O:1]=[C:2]1[C:7]2[CH:8]=[C:9]([O:12][CH2:13][C:14]([OH:16])=[O:15])[CH:10]=[CH:11][C:6]=2[S:5][C:4]([C:21]2[CH:26]=[CH:25][CH:24]=[CH:23][N:22]=2)=[N:3]1. Procedure: A mixture of tert-butyl 2-[[4-oxo-2-(2-pyridyl)-4H-1,3-benzothiazin-6-yl]oxy]acetate (0.30 g, 0.81 mmol) and trifluoroacetic acid (10 ml) was stirred at room temperature for 3 hrs. The reaction mixture was concentrated under reduced pressure and recrystallized from methanol-diisopropyl ether to give the titled compound (0.17 g, 67%). The reactants are ClC=1C=C(CN)C=CC1Cl (3,4-dichlorobenzylamine), ClC=1C2=C(N=C(N1)C1=NC=CC=C1)SC(=C2)C(F)(F)F (4-chloro-2-(pyridin-2-yl)-6-trifluoromethyl-thieno-[2,3-d]-pyrimidine). Yields the product N1=C(C=CC=C1)C=1N=C(C2=C(N1)SC(=C2)C(F)(F)F)NCC2=CC(=C(C=C2)Cl)Cl (2-(pyridin-2-yl)-4-(3,4-dichlorobenzylamino)-6-trifluoromethyl-thieno-[2,3-d]-pyrimidine). Reaction SMILES: [Cl:1][C:2]1[CH:3]=[C:4]([CH:7]=[CH:8][C:9]=1[Cl:10])[CH2:5][NH2:6].Cl[C:12]1[C:13]2[CH:26]=[C:25]([C:27]([F:30])([F:29])[F:28])[S:24][C:14]=2[N:15]=[C:16]([C:18]2[CH:23]=[CH:22][CH:21]=[CH:20][N:19]=2)[N:17]=1>>[N:19]1[CH:20]=[CH:21][CH:22]=[CH:23][C:18]=1[C:16]1[N:17]=[C:12]([NH:6][CH2:5][C:4]2[CH:7]=[CH:8][C:9]([Cl:10])=[C:2]([Cl:1])[CH:3]=2)[C:13]2[CH:26]=[C:25]([C:27]([F:29])([F:30])[F:28])[S:24][C:14]=2[N:15]=1. Reported procedure: With the procedure of Example 1, the reaction of 3,4-dichlorobenzylamine with 4-chloro-2-(pyridin-2-yl)-6-trifluoromethyl-thieno-[2,3-d]-pyrimidine yields 2-(pyridin-2-yl)-4-(3,4-dichlorobenzylamino)-6-trifluoromethyl-thieno-[2,3-d]-pyrimidine.